This data is from the Open Reaction Database (ORD), a public repository of structured organic reaction records. The task is: describe an organic reaction: reactants, conditions, products, and yield Reactants: C1(=CC=CC=C1)S(=O)(=O)N1C=C(C=2C1=NC=C(C2)Cl)C(O)C=2C=NC(=CC2)N2[Si](CC[Si]2(C)C)(C)C ((1-benzenesulfonyl-5-chloro-1H-pyrrolo[2,3-b]pyridin-3-yl)-[6-(2,2,5,5-tetramethyl-[1,2,5]azadisilolidin-1-yl)-pyridin-3-yl]-methanol), NC1=CC=C(C=N1)C(O)C1=CN(C2=NC=C(C=C21)Cl)S(=O)(=O)C2=CC=CC=C2 ((6-amino-pyridin-3-yl)-(1-benzenesulfonyl-5-chloro-1H-pyrrolo[2,3-b]pyridin-3-yl)-methanol), C(C)[SiH](CC)CC (triethylsilane), FC(C(=O)O)(F)F (trifluoroacetic acid). The solvent is ClCCl (dichloromethane). Conditions: time 8 hour. Yields the product C1(=CC=CC=C1)S(=O)(=O)N1C=C(C=2C1=NC=C(C2)Cl)CC=2C=CC(=NC2)N (5-(1-benzenesulfonyl-5-chloro-1H-pyrrolo[2,3-b]pyridin-3-ylmethyl)-pyridin-2-ylamine). As a reaction SMILES: [C:1]1([S:7]([N:10]2[C:14]3=[N:15][CH:16]=[C:17]([Cl:19])[CH:18]=[C:13]3[C:12]([CH:20]([C:22]3[CH:23]=[N:24][C:25]([N:28]4[Si](C)(C)CC[Si]4(C)C)=[CH:26][CH:27]=3)O)=[CH:11]2)(=[O:9])=[O:8])[CH:6]=[CH:5][CH:4]=[CH:3][CH:2]=1.NC1N=CC(C(C2C3C(=NC=C(Cl)C=3)N(S(C3C=CC=CC=3)(=O)=O)C=2)O)=CC=1.C([SiH](CC)CC)C.FC(F)(F)C(O)=O>ClCCl>[C:1]1([S:7]([N:10]2[C:14]3=[N:15][CH:16]=[C:17]([Cl:19])[CH:18]=[C:13]3[C:12]([CH2:20][C:22]3[CH:27]=[CH:26][C:25]([NH2:28])=[N:24][CH:23]=3)=[CH:11]2)(=[O:9])=[O:8])[CH:6]=[CH:5][CH:4]=[CH:3][CH:2]=1. Procedure: To (1-benzenesulfonyl-5-chloro-1H-pyrrolo[2,3-b]pyridin-3-yl)-[6-(2,2,5,5-tetramethyl-[1,2,5]azadisilolidin-1-yl)-pyridin-3-yl]-methanol and (6-amino-pyridin-3-yl)-(1-benzenesulfonyl-5-chloro-1H-pyrrolo[2,3-b]pyridin-3-yl)-methanol (118, 119, 1.70/1.25 g mix, 2.41 mmol) in 25.0 mL of dichloromethane, triethylsilane (3.00 mL, 18.8 mmol) and trifluoroacetic acid (1.50 mL, 19.5 mmol) were added and the reaction stirred at room temperature overnight. The reaction was concentrated under vacuum, combi... Starting materials: ICC1=NC(=CC=C1)OC (2-(iodomethyl)-6-methoxypyridine), ClC=1C=C(C=CC1)[C@H]1CCC(N([C@@H]1C1=CC=C(C=C1)Cl)[C@H](CN1S(CCC1)(=O)=O)CC)=O ((5R,6S)-5-(3-chlorophenyl)-6-(4-chlorophenyl)-1-((S)-1-(1,1-dioxidoisothiazolidin-2-yl)butan-2-yl)piperidin-2-one), C(C)(CC)[Li] (sec-butyllithium), C([O-])(O)=O.[Na+] (sodium bicarbonate). Solvent: C1CCOC1 (THF), C1CCOC1 (THF), C1CCCCC1 (cyclohexane). Conditions: temperature -10 celsius, time 5 minute. The product is ClC=1C=C(C=CC1)[C@H]1C[C@H](C(N([C@@H]1C1=CC=C(C=C1)Cl)[C@H](CN1S(CCC1)(=O)=O)CC)=O)CC1=NC(=CC=C1)OC ((3S,5R,6S)-5-(3-chlorophenyl)-6-(4-chlorophenyl)-1-((S)-1-(1,1-dioxidoisothiazolidin-2-yl)butan-2-yl)-3-((6-methoxypyridin-2-yl)methyl)piperidin-2-one). Reaction SMILES: [Cl:1][C:2]1[CH:3]=[C:4]([C@@H:8]2[C@@H:13]([C:14]3[CH:19]=[CH:18][C:17]([Cl:20])=[CH:16][CH:15]=3)[N:12]([C@@H:21]([CH2:30][CH3:31])[CH2:22][N:23]3[CH2:27][CH2:26][CH2:25][S:24]3(=[O:29])=[O:28])[C:11](=[O:32])[CH2:10][CH2:9]2)[CH:5]=[CH:6][CH:7]=1.C([Li])(CC)C.I[CH2:39][C:40]1[CH:45]=[CH:44][CH:43]=[C:42]([O:46][CH3:47])[N:41]=1.C(=O)(O)[O-].[Na+]>C1COCC1.C1CCCCC1>[Cl:1][C:2]1[CH:3]=[C:4]([C@@H:8]2[C@@H:13]([C:14]3[CH:15]=[CH:16][C:17]([Cl:20])=[CH:18][CH:19]=3)[N:12]([C@@H:21]([CH2:30][CH3:31])[CH2:22][N:23]3[CH2:27][CH2:26][CH2:25][S:24]3(=[O:29])=[O:28])[C:11](=[O:32])[C@H:10]([CH2:39][C:40]3[CH:45]=[CH:44][CH:43]=[C:42]([O:46][CH3:47])[N:41]=3)[CH2:9]2)[CH:5]=[CH:6][CH:7]=1 |f:3.4|. Procedure details: To a solution of (5R,6S)-5-(3-chlorophenyl)-6-(4-chlorophenyl)-1-((S)-1-(1,1-dioxidoisothiazolidin-2-yl)butan-2-yl)piperidin-2-one (Example 420, Step A, 0.7 g, 1.413 mmol) in THF (5.65 ml) at −78° C. was added dropwise sec-butyllithium, (1.4 M in cyclohexane, 1.06 ml, 1.483 mmol). The reaction was warmed to −10° C. After about 5 minutes, the reaction was returned to a −78° C. bath. A solution of 2-(iodomethyl)-6-methoxypyridine (Example 420, Step B, 0.387 g, 1.554 mmol) in THF (1 mL) was added d...